The task is: describe an organic reaction: reactants, conditions, products, and yield. This data is from the Open Reaction Database (ORD), a public repository of structured organic reaction records. The reactants are FC1=NC(=CC=C1OC[C@H]1N(CC1)C(=O)OCC1=CC=CC=C1)F (2,6-Difluoro-3-(1-Cbz-2-(S)-azetidinylmethoxy)pyridine), O.C=1(C(=CC=CC1)S(=O)(=O)O)C (toluenesulfonic acid monohydrate). The reagents and catalysts are [Pd] (Pd). Run in CCO (EtOH). Run at time 16 hour. Product: S(=O)(=O)(O)C1=CC=C(C)C=C1.FC1=NC(=CC=C1OC[C@H]1NCC1)F (2,6-diFluoro-3-(2-(S)-azetidinylmethoxy)pyridine tosylate). Yield: 32.6%. Reaction SMILES: [F:1][C:2]1[C:7]([O:8][CH2:9][C@@H:10]2[CH2:13][CH2:12][N:11]2C(O[CH2:17][C:18]2[CH:23]=[CH:22][CH:21]=[CH:20][CH:19]=2)=O)=[CH:6][CH:5]=[C:4]([F:24])[N:3]=1.O.C1(C)C([S:32]([OH:35])(=[O:34])=[O:33])=CC=CC=1>CCO.[Pd]>[S:32]([C:21]1[CH:22]=[CH:23][C:18]([CH3:17])=[CH:19][CH:20]=1)([OH:35])(=[O:34])=[O:33].[F:1][C:2]1[C:7]([O:8][CH2:9][C@@H:10]2[CH2:13][CH2:12][NH:11]2)=[CH:6][CH:5]=[C:4]([F:24])[N:3]=1 |f:1.2,5.6|. Procedure: 2,6-Difluoro-3-(1-Cbz-2-(S)-azetidinylmethoxy)pyridine from Example 116b (640 mg, 1.9 mmol) was combined with 10% Pd on C (50 mg) and p toluenesulfonic acid monohydrate (1.1 g, 5.7 mmole) in 30 mL of EtOH, and the mixture was stirred under an H2 atmosphere for 16 hours. The mixture was concentrated, triturated with ether and then recrystallized from ethyl acetate/ether to yield 231 mg (32.4%) of the title compound: mp 140-143° C. 1H NMR (D2O 300 MHz) 6: 2.40 (s, 3H), 2.69 (m, 2H), 4.12 (m, 2H), ... Reactants: C(#N)C1=CC=C(C(=O)NC(C(C(=O)O)(C)C)C2=CC=CC=C2)C=C1 (N-4-cyanobenzoyl-β-phenyl-α,α-dimethyl-β-alanine), N1CCC(CC1)CC(=O)OC(C)(C)C (t-butyl 4-piperidine acetate). As a reaction SMILES: [C:1]([C:3]1[CH:24]=[CH:23][C:6]([C:7]([NH:9][CH:10]([C:17]2[CH:22]=[CH:21][CH:20]=[CH:19][CH:18]=2)[C:11]([CH3:16])([CH3:15])[C:12](O)=[O:13])=[O:8])=[CH:5][CH:4]=1)#[N:2].[NH:25]1[CH2:30][CH2:29][CH:28]([CH2:31][C:32]([O:34][C:35]([CH3:38])([CH3:37])[CH3:36])=[O:33])[CH2:27][CH2:26]1>>[C:35]([O:34][C:32](=[O:33])[CH2:31][CH:28]1[CH2:29][CH2:30][N:25]([C:12](=[O:13])[C:11]([CH3:15])([CH3:16])[CH:10]([C:17]2[CH:22]=[CH:21][CH:20]=[CH:19][CH:18]=2)[NH:9][C:7](=[O:8])[C:6]2[CH:23]=[CH:24][C:3]([C:1]#[N:2])=[CH:4][CH:5]=2)[CH2:26][CH2:27]1)([CH3:38])([CH3:37])[CH3:36]. Procedure details: The same procedure as in Example 2-(6-2) was performed with N-4-cyanobenzoyl-β-phenyl-α,α-dimethyl-β-alanine (0.5 g, 1.55 mmol) using t-butyl 4-piperidine acetate (0.93 g, 4.66 mmol) to yield an oil of N-4-cyanobenzoyl-β-phenylα,α-dimethyl-β-alanyl-4-piperidineacetic acid t-butyl ester (470 mg, 60.2%). Yield: 60.2%. Yields the product C(C)(C)(C)OC(CC1CCN(CC1)C(C(C(NC(C1=CC=C(C=C1)C#N)=O)C1=CC=CC=C1)(C)C)=O)=O (N-4-cyanobenzoyl-β-phenylα,α-dimethyl-β-alanyl-4-piperidineacetic acid t-butyl ester).